From a dataset of the Open Reaction Database (ORD), a public repository of structured organic reaction records. describe an organic reaction: reactants, conditions, products, and yield Reactants: S(=O)(=O)([O-])[O-].[Zn+2] (zinc sulfate), S(O)(O)(=O)=O (sulfuric acid), N (ammonia), N (ammonia). The product is S(=O)(=O)([O-])[O-].[Zn+2] (zinc sulfate), S(=O)(=O)([O-])[O-].[NH4+].[NH4+] (ammonium sulfate). RXN SMILES: [NH3:1].[S:2]([O-:6])([O-:5])(=[O:4])=[O:3].[Zn+2:7].[S:8](=[O:12])(=[O:11])([OH:10])[OH:9]>>[S:2]([O-:6])([O-:5])(=[O:4])=[O:3].[Zn+2:7].[S:8]([O-:12])([O-:11])(=[O:10])=[O:9].[NH4+:1].[NH4+:1] |f:1.2,4.5,6.7.8|. Reported procedure: A more preferred process for the direct reduction of ammonia from a waste stream includes reacting an aqueous ammonia stream with a zinc sulfate and sulfuric acid solution to produce a spent regeneration solution of zinc sulfate and ammonium sulfate and treating such solution to cause crystallization of zinc ammonium sulfate hydrate. Preferably, the crystallization is caused by concentrating the stream by removing water. Typically this is accomplished by evaporation by conventional heating, vacu...